This data is from the Open Reaction Database (ORD), a public repository of structured organic reaction records. The task is: describe an organic reaction: reactants, conditions, products, and yield Starting materials: Cl[Al](Cl)Cl, O=c1ccc2ccc(F)c(F)c2[nH]1. Yields the product O=c1ccc2ccc(F)cc2[nH]1. Reaction SMILES: [Cl:1][Al:2]([Cl:3])[Cl:4].[F:5][c:6]1[cH:7][cH:8][c:9]2[cH:10][cH:11][c:12](=[O:17])[nH:13][c:14]2[c:15]1[F:16]>>[F:5][c:6]1[cH:7][cH:8][c:9]2[cH:10][cH:11][c:12](=[O:17])[nH:13][c:14]2[cH:15]1. The reactants are C=CCOc1cc(OCC=C)c(C(=O)O)cc1CC#CC, CCN=C=NCCCN(C)C, CN(C)C=O, Cl, Nc1ccc(CN2CCOCC2)cc1, O, O, On1nnc2ccccc21. The product is C=CCOc1cc(OCC=C)c(C(=O)Nc2ccc(CN3CCOCC3)cc2)cc1CC#CC. RXN SMILES: [CH2:1]([CH:2]=[CH2:3])[O:4][c:5]1[c:6]([C:7](=[O:8])[OH:9])[cH:10][c:11]([CH2:18][C:19]#[C:20][CH3:21])[c:12]([O:14][CH2:15][CH:16]=[CH2:17])[cH:13]1.[CH2:48]([N:49]=[C:50]=[N:51][CH2:52][CH2:53][CH2:54][N:55]([CH3:56])[CH3:57])[CH3:58].[CH3:59][N:60]([CH3:61])[CH:62]=[O:63].[ClH:47].[O:22]1[CH2:23][CH2:24][N:25]([CH2:28][c:29]2[cH:30][cH:31][c:32]([NH2:35])[cH:33][cH:34]2)[CH2:26][CH2:27]1.[OH2:36].[OH2:64].[OH:37][n:38]1[c:39]2[cH:40][cH:41][cH:42][cH:43][c:44]2[n:45][n:46]1>>[CH2:1]([CH:2]=[CH2:3])[O:4][c:5]1[c:6]([C:7](=[O:9])[NH:35][c:32]2[cH:31][cH:30][c:29]([CH2:28][N:25]3[CH2:24][CH2:23][O:22][CH2:27][CH2:26]3)[cH:34][cH:33]2)[cH:10][c:11]([CH2:18][C:19]#[C:20][CH3:21])[c:12]([O:14][CH2:15][CH:16]=[CH2:17])[cH:13]1.